Dataset: the Open Reaction Database (ORD), a public repository of structured organic reaction records. Task: describe an organic reaction: reactants, conditions, products, and yield Starting materials: Cl (monohydrochloride), Cl (hydrochloric acid), C(CCC)[N+](CCCC)(CCCC)CCCC (tetra-n-butylammonium), NC1=CC(=C(C(=O)NCCN(CC)CC)C=C1Cl)O (4-amino-5-chloro-N-[2-(diethylamino)ethyl]-2-hydroxybenzamide), ClC(C(C)=O)C (3-chloro-2-butanone). The solvent is C(C)#N (acetonitrile). Conditions: time 16 hour. Yields the product Cl.NC1=CC(=C(C(=O)NCCN(CC)CC)C=C1Cl)OC(C(C)=O)C (4-Amino-2-(2-butanon-3-yl)oxy-5-chloro-N-[2-(diethylamino)ethyl]benzamide hydrochloride). Reaction SMILES: C([N+](CCCC)(CCCC)CCCC)CCC.[NH2:18][C:19]1[C:34]([Cl:35])=[CH:33][C:22]([C:23]([NH:25][CH2:26][CH2:27][N:28]([CH2:31][CH3:32])[CH2:29][CH3:30])=[O:24])=[C:21]([OH:36])[CH:20]=1.Cl[CH:38]([CH3:42])[C:39](=[O:41])[CH3:40].Cl>C(#N)C>[ClH:35].[NH2:18][C:19]1[C:34]([Cl:35])=[CH:33][C:22]([C:23]([NH:25][CH2:26][CH2:27][N:28]([CH2:29][CH3:30])[CH2:31][CH3:32])=[O:24])=[C:21]([O:36][CH:38]([CH3:42])[C:39](=[O:41])[CH3:40])[CH:20]=1 |f:5.6|. Procedure: A solution of the tetra-n-butylammonium salt of 4-amino-5-chloro-N-[2-(diethylamino)ethyl]-2-hydroxybenzamide (0.53 g, 1.0 mmole) in acetonitrile (6 ml) was treated with 3-chloro-2-butanone (0.11 ml, 0.12 g, 1.1 mmole) and stirred at 20° for 16 hours. After removal of the acetonitrile at reduced pressure, the residue was treated with 10 ml water and extracted with ethyl acetate. The extracts were washed with dilute sodium carbonate, dried and concentrated to leave an oil which was converted to a... Starting materials: CO, Cl, Cc1c(Cl)c(N)cc(C(=O)O)c1Cl, [Na+], [Na+], O=C([O-])[O-], O. Yields the product COC(=O)c1cc(N)c(Cl)c(C)c1Cl. RXN SMILES: [CH3:14][OH:15].[ClH:16].[NH2:1][c:2]1[c:3]([Cl:13])[c:4]([CH3:12])[c:5]([Cl:11])[c:6]([C:7](=[O:8])[OH:9])[cH:10]1.[Na+:17].[Na+:18].[O-:19][C:20](=[O:21])[O-:22].[OH2:23]>>[NH2:1][c:2]1[c:3]([Cl:13])[c:4]([CH3:12])[c:5]([Cl:11])[c:6]([C:7](=[O:8])[O:9][CH3:20])[cH:10]1. Reactants: C=CCOCC(=O)O, CNOC, CN1CCOCC1, Cc1ccccc1, ClCCl, Cl, O, O=S(Cl)Cl. Product: C=CCOCC(=O)N(C)OC. Reaction SMILES: [CH2:5]([CH:6]=[CH2:7])[O:8][CH2:9][C:10](=[O:11])[OH:12].[CH3:14][NH:15][O:16][CH3:17].[CH3:18][N:19]1[CH2:20][CH2:21][O:22][CH2:23][CH2:24]1.[CH3:25][c:26]1[cH:27][cH:28][cH:29][cH:30][cH:31]1.[Cl:32][CH2:33][Cl:34].[ClH:13].[OH2:35].[S:1]([Cl:2])([Cl:3])=[O:4]>>[CH2:5]([CH:6]=[CH2:7])[O:8][CH2:9][C:10](=[O:12])[N:15]([CH3:14])[O:16][CH3:17]. Starting materials: FC1=CC=2C=3C(=CNC2C=C1N1CCNCC1)C(N(N3)C3=CC=CC=C3)=O (8-Fluoro-2-phenyl-7-piperazin-1-yl-2,5-dihydro-pyrazolo[4,3-c]quinolin-3-one), FC=1C(=CC=2C=3C(=CNC2C1)C(N(N3)C3=CSC=C3)=O)F (7,8-Difluoro-2-(thiophen-3-yl)-2,5-dihydro-pyrazolo-[4,3-c]quinolin-3-one), N1CCOCC1 (morpholine). Yields the product FC1=CC=2C=3C(=CNC2C=C1N1CCOCC1)C(N(N3)C3=CSC=C3)=O (8-fluoro-7-(morpholin-4-yl)-2-(thiophen-3-yl)-2,5-dihydro-pyrazolo[4,3-c]quinolin-3-one). As a reaction SMILES: FC1C(N2CCNCC2)=CC2NC=C3C(=O)N(C4C=CC=CC=4)N=C3C=2C=1.F[C:29]1[C:30]([F:48])=[CH:31][C:32]2[C:33]3[C:34]([C:39](=[O:47])[N:40]([C:42]4[CH:46]=[CH:45][S:44][CH:43]=4)[N:41]=3)=[CH:35][NH:36][C:37]=2[CH:38]=1.[NH:49]1[CH2:54][CH2:53][O:52][CH2:51][CH2:50]1>>[F:48][C:30]1[C:29]([N:49]2[CH2:54][CH2:53][O:52][CH2:51][CH2:50]2)=[CH:38][C:37]2[NH:36][CH:35]=[C:34]3[C:39](=[O:47])[N:40]([C:42]4[CH:46]=[CH:45][S:44][CH:43]=4)[N:41]=[C:33]3[C:32]=2[CH:31]=1. Reported procedure: The title compound was prepared following the procedure described in the synthesis of 28a using 27d and morpholine. 1H-NMR (DMSO-d6) δ (ppm): 3.11 (4H, brm), 3.79 (4H, brm), 7.21 (1H, m), 7.58 (1H, m), 7.79 (3H, m), 8.67 (1H, m). m/z 371.2 Reactants: CN1CCN(c2ccc3c(c2)NCC3)CC1, Cc1c(S(=O)(=O)Cl)sc2ccc(Cl)cc12. Yields the product Cc1c(S(=O)(=O)N2CCc3ccc(N4CCN(C)CC4)cc32)sc2ccc(Cl)cc12. As a reaction SMILES: [CH3:1][N:2]1[CH2:3][CH2:4][N:5]([c:8]2[cH:9][cH:10][c:11]3[c:15]([cH:16]2)[NH:14][CH2:13][CH2:12]3)[CH2:6][CH2:7]1.[Cl:17][c:18]1[cH:19][c:20]2[c:21]([s:22][c:23]([S:26](=[O:27])(=[O:28])[Cl:29])[c:24]2[CH3:25])[cH:30][cH:31]1>>[CH3:1][N:2]1[CH2:3][CH2:4][N:5]([c:8]2[cH:9][cH:10][c:11]3[c:15]([cH:16]2)[N:14]([S:26]([c:23]2[s:22][c:21]4[c:20]([cH:19][c:18]([Cl:17])[cH:31][cH:30]4)[c:24]2[CH3:25])(=[O:27])=[O:28])[CH2:13][CH2:12]3)[CH2:6][CH2:7]1. The reactants are FC(C(=O)N([C@H]1[C@@H](C1)C1=CC=CC=C1)CC1(CCNCC1)C(=O)OC)(F)F (methyl 4-((2,2,2-trifluoro-N-(trans-2-phenylcyclopropyl)acetamido)methyl)piperidine-4-carboxylate), C(C1=CC=CC=C1)=O (benzaldehyde), C(C)(=O)O[BH-](OC(C)=O)OC(C)=O.[Na+] (sodium triacetoxyborohydride). Run in ClCCCl (1,2-dichloroethane). Reaction conditions: time 18 hour. Yields the product C(C1=CC=CC=C1)N1CCC(CC1)(C(=O)OC)CN(C(C(F)(F)F)=O)[C@H]1[C@@H](C1)C1=CC=CC=C1 (Methyl 1-benzyl-4-((2,2,2-trifluoro-N-((trans)-2-phenylcyclopropyl)acetamido)methyl)piperidine-4-carboxylate). Reaction SMILES: [F:1][C:2]([F:27])([F:26])[C:3]([N:5]([CH2:15][C:16]1([C:22]([O:24][CH3:25])=[O:23])[CH2:21][CH2:20][NH:19][CH2:18][CH2:17]1)[C@@H:6]1[CH2:8][C@H:7]1[C:9]1[CH:14]=[CH:13][CH:12]=[CH:11][CH:10]=1)=[O:4].[CH:28](=O)[C:29]1[CH:34]=[CH:33][CH:32]=[CH:31][CH:30]=1.C(O[BH-](OC(=O)C)OC(=O)C)(=O)C.[Na+]>ClCCCl>[CH2:28]([N:19]1[CH2:20][CH2:21][C:16]([CH2:15][N:5]([C@@H:6]2[CH2:8][C@H:7]2[C:9]2[CH:14]=[CH:13][CH:12]=[CH:11][CH:10]=2)[C:3](=[O:4])[C:2]([F:1])([F:26])[F:27])([C:22]([O:24][CH3:25])=[O:23])[CH2:17][CH2:18]1)[C:29]1[CH:34]=[CH:33][CH:32]=[CH:31][CH:30]=1 |f:2.3|. Procedure details: To a solution of methyl 4-((2,2,2-trifluoro-N-(trans-2-phenylcyclopropyl)acetamido)methyl)piperidine-4-carboxylate (108 mg, 0.281 mmol) in 1,2-dichloroethane (DCE) (2 mL) were added benzaldehyde (35.8 mg, 0.337 mmol) and sodium triacetoxyborohydride (95 mg, 0.450 mmol), and the mixture was stirred at room temperature for 18 h. The reaction was quenched with water (5 mL) and extracted with DCM (3×). The extract was dried (Na2SO4) and concentrated. The residue was purified using column chromatogra...